This data is from the Open Reaction Database (ORD), a public repository of structured organic reaction records. The task is: describe an organic reaction: reactants, conditions, products, and yield The reactants are CC#N, CC(C)(O)Cc1ccc2ccccc2c1, CC(=O)O, [Na+], [OH-], O=S(=O)(O)O. Product: CC(=O)NC(C)(C)Cc1ccc2ccccc2c1. RXN SMILES: [CH3:16][C:17]#[N:18].[CH3:1][C:2]([CH2:3][c:4]1[cH:5][c:6]2[cH:7][cH:8][cH:9][cH:10][c:11]2[cH:12][cH:13]1)([CH3:14])[OH:15].[CH3:26][C:27](=[O:28])[OH:29].[Na+:25].[OH-:24].[S:19]([OH:20])(=[O:21])(=[O:22])[OH:23]>>[CH3:1][C:2]([CH2:3][c:4]1[cH:5][c:6]2[cH:7][cH:8][cH:9][cH:10][c:11]2[cH:12][cH:13]1)([CH3:14])[NH:18][C:17]([CH3:16])=[O:20]. The reactants are C1(=CC=CC=C1)CCCCCCCCCl (8-phenyloctyl chloride), [I-].[Na+] (sodium iodide). Solvent: CC(=O)C (acetone). Product: C1(=CC=CC=C1)CCCCCCCCI (8-phenyloctyl iodide). As a reaction SMILES: [C:1]1([CH2:7][CH2:8][CH2:9][CH2:10][CH2:11][CH2:12][CH2:13][CH2:14]Cl)[CH:6]=[CH:5][CH:4]=[CH:3][CH:2]=1.[I-:16].[Na+]>CC(C)=O>[C:1]1([CH2:7][CH2:8][CH2:9][CH2:10][CH2:11][CH2:12][CH2:13][CH2:14][I:16])[CH:6]=[CH:5][CH:4]=[CH:3][CH:2]=1 |f:1.2|. Procedure details: A mixture of 8-phenyloctyl chloride (4.4 g), sodium iodide (5.34 g) and acetone (20 ml) was heated under reflux for 20 hours. Evaporated, water (20 ml) added and extracted with diethyl ether (20 ml). The extracts were dried, filtered and evaporated to a pale yellow liquid (5.5 g). Distilled to give 8-phenyloctyl iodide, b.p. 200° C. (air bath temperature) at 0.1 mBar. Starting materials: NC1=CC=C(C(=O)N(C2=C(C=CC=C2)OC)CCN2CCC(CC2)C(C2=CC=C(C=C2)F)=O)C=C1 (4-amino-N-{2-[4-(4-fluorobenzoyl)piperidino]ethyl}-N-(2-methoxyphenyl)benzamide), C(C)(C)(C)N=C=O (tertbutyl isocyanate). The product is C(C)(C)(C)NC(NC1=CC=C(C(=O)N(C2=C(C=CC=C2)OC)CCN2CCC(CC2)C(C2=CC=C(C=C2)F)=O)C=C1)=O (4-(tert-Butylureido)-N-{2-[4-(4-fluorobenzoyl)-piperidino]ethyl}-N-(2-methoxyphenyl)benzamide). Isolated yield 77.3%. RXN SMILES: [NH2:1][C:2]1[CH:35]=[CH:34][C:5]([C:6]([N:8]([CH2:17][CH2:18][N:19]2[CH2:24][CH2:23][CH:22]([C:25](=[O:33])[C:26]3[CH:31]=[CH:30][C:29]([F:32])=[CH:28][CH:27]=3)[CH2:21][CH2:20]2)[C:9]2[CH:14]=[CH:13][CH:12]=[CH:11][C:10]=2[O:15][CH3:16])=[O:7])=[CH:4][CH:3]=1.[C:36]([N:40]=[C:41]=[O:42])([CH3:39])([CH3:38])[CH3:37]>>[C:36]([NH:40][C:41](=[O:42])[NH:1][C:2]1[CH:3]=[CH:4][C:5]([C:6]([N:8]([CH2:17][CH2:18][N:19]2[CH2:24][CH2:23][CH:22]([C:25](=[O:33])[C:26]3[CH:27]=[CH:28][C:29]([F:32])=[CH:30][CH:31]=3)[CH2:21][CH2:20]2)[C:9]2[CH:14]=[CH:13][CH:12]=[CH:11][C:10]=2[O:15][CH3:16])=[O:7])=[CH:34][CH:35]=1)([CH3:39])([CH3:38])[CH3:37]. Reported procedure: Using 4-amino-N-{2-[4-(4-fluorobenzoyl)piperidino]ethyl}-N-(2-methoxyphenyl)benzamide (77.7 mg, 0.164 mmol) and tertbutyl isocyanate (0.022 ml, 0.196 mmol), the procedure of inventive Example 144 was repeated to obtain 72.9 mg (77.6%) of the title compound in a colorless oily form.